Dataset: the Open Reaction Database (ORD), a public repository of structured organic reaction records. Task: describe an organic reaction: reactants, conditions, products, and yield Starting materials: CC1=CC=2C3C(C(NC2C=C1[N+](=O)[O-])=O)CCC3 (8-methyl-7-nitro-1,2,3,3a,5,9b-hexahydrocyclopenta[c]quinolin-4-one), COC=1C=CC(=CC1)P2(=S)SP(=S)(S2)C=3C=CC(=CC3)OC (Lawesson's reagent). Product: CC1=CC=2C3C(C(NC2C=C1[N+](=O)[O-])=S)CCC3 (8-Methyl-7-nitro-1,2,3,3a,5,9b-hexahydrocyclopenta[c]quinoline-4-thione). The yield is 74.7%. As a reaction SMILES: [CH3:1][C:2]1[C:11]([N+:12]([O-:14])=[O:13])=[CH:10][C:9]2[NH:8][C:7](=O)[CH:6]3[CH2:16][CH2:17][CH2:18][CH:5]3[C:4]=2[CH:3]=1.COC1C=CC(P2(SP(C3C=CC(OC)=CC=3)(=S)S2)=[S:28])=CC=1>>[CH3:1][C:2]1[C:11]([N+:12]([O-:14])=[O:13])=[CH:10][C:9]2[NH:8][C:7](=[S:28])[CH:6]3[CH2:16][CH2:17][CH2:18][CH:5]3[C:4]=2[CH:3]=1. Reported procedure: As described for Example 4, 8-methyl-7-nitro-1,2,3,3a,5,9b-hexahydrocyclopenta[c]quinolin-4-one (60 mg, 0.24 mmol) is reacted with Lawesson's reagent (105 mg, 0.26 mmol) to form 47 mg (75%) of product. Reactants: CC[O-].[Na+] (NaOEt), FC(C(=O)C(C(=O)OCC)CCC(=O)OCC)(F)F (diethyl trifluoroacetylglutarate), Cl.C(C)(=N)N (acetamidine hydrochloride), CCCCCC (hexane). Run in CCO (EtOH). Product: CC1=NC(=C(C(N1)=O)CCC(=O)OCC)C(F)(F)F (Ethyl 3-(2-Methyl-6-trifluoromethyl-3H-pyrimidin-4-on-5-yl)propionate). Yield: 24.1%. As a reaction SMILES: CC[O-].[Na+].[F:5][C:6]([F:23])([F:22])[C:7]([CH:9]([CH2:15][CH2:16][C:17]([O:19][CH2:20][CH3:21])=[O:18])[C:10]([O:12]CC)=O)=O.Cl.[C:25]([NH2:28])(=[NH:27])[CH3:26].CCCCCC>CCO>[CH3:26][C:25]1[NH:28][C:10](=[O:12])[C:9]([CH2:15][CH2:16][C:17]([O:19][CH2:20][CH3:21])=[O:18])=[C:7]([C:6]([F:5])([F:22])[F:23])[N:27]=1 |f:0.1,3.4|. Reported procedure: To a solution of NaOEt (0.026 mol) in EtOH (prepared from 0.60 g of Na and 30 mL of EtOH) was added diethyl trifluoroacetylglutarate (3.70 g, 0.013 mol) and acetamidine hydrochloride (1.23 g, 0.013 mol). The reaction mixture was heated under reflux for 18 h , concentrated, and taken up in water. The mixture was acidified to pH 4 with 2N HCl and extracted with CH2Cl2. The extracts were dried (MgSO4) and concentrated to give a yellow solid. Trituration with hexane gave 0.87 g of product as a white... Starting materials: CC1=C(C=2C(C(CC2C2=C1OC(=C2)C(=O)O)(CCC)Br)=O)C (4,5-dimethyl-6-oxo-7-bromo-7-propyl-7,8-dihydro-6H-indeno[5,4-b]furan-2-carboxylic acid), C1CC2=NCCCN2C1 (1,5-diazabicyclo [4.3.0]-5-nonene), O (water), Cl (hydrochloric acid). Run in CS(=O)C (dimethylsulfoxide), C(C)O (ethanol). Product: CC1=C(C=2C(C(=CC2C2=C1OC(=C2)C(=O)O)CCC)=O)C (4,5-dimethyl-6-oxo-7-propyl-6H-indeno[5,4-b]-furan-2-carboxylic acid). As a reaction SMILES: [CH3:1][C:2]1[C:10]2[O:11][C:12]([C:14]([OH:16])=[O:15])=[CH:13][C:9]=2[C:8]2[CH2:7][C:6](Br)([CH2:17][CH2:18][CH3:19])[C:5](=[O:21])[C:4]=2[C:3]=1[CH3:22].C1CN2C(=NCCC2)C1.O.Cl>CS(C)=O.C(O)C>[CH3:1][C:2]1[C:10]2[O:11][C:12]([C:14]([OH:16])=[O:15])=[CH:13][C:9]=2[C:8]2[CH:7]=[C:6]([CH2:17][CH2:18][CH3:19])[C:5](=[O:21])[C:4]=2[C:3]=1[CH3:22]. Procedure details: A solution of 4,5-dimethyl-6-oxo-7-bromo-7-propyl-7,8-dihydro-6H-indeno[5,4-b]furan-2-carboxylic acid (1.2 g., 0.0033 mole) and 1,5-diazabicyclo [4.3.0]-5-nonene (0.8 ml.) in dimethylsulfoxide (8 ml.) is stirred at 25°C. for one hour then treated with water (30 ml.) hydrochloric acid (5 ml.) and ethanol (20 ml.) affording 4,5-dimethyl-6-oxo-7-propyl-6H-indeno[5,4-b]-furan-2-carboxylic acid as a red solid which melts at 242°C. after recrystallization from nitromethane.